This data is from the Open Reaction Database (ORD), a public repository of structured organic reaction records. The task is: describe an organic reaction: reactants, conditions, products, and yield Reactants: CCCN, CC(C)O, Nc1nc(Cl)c(Cl)nc1C=O, O. Product: CCCNc1nc(N)c(C=O)nc1Cl. Reaction SMILES: [CH2:12]([CH2:13][CH3:14])[NH2:15].[CH:17]([OH:18])([CH3:19])[CH3:20].[NH2:1][c:2]1[n:3][c:4]([Cl:11])[c:5]([Cl:10])[n:6][c:7]1[CH:8]=[O:9].[OH2:16]>>[NH2:1][c:2]1[n:3][c:4]([NH:15][CH2:12][CH2:13][CH3:14])[c:5]([Cl:10])[n:6][c:7]1[CH:8]=[O:9]. Starting materials: O=C([O-])[O-], C=C(CCCOC(C)=O)c1ccc(C(=O)OC)cc1, CO, Cl, [K+], [K+]. Product: C=C(CCCO)c1ccc(C(=O)OC)cc1. As a reaction SMILES: [C:1](=[O:2])([O-:3])[O-:4].[C:7](=[O:8])([CH3:9])[O:10][CH2:11][CH2:12][CH2:13][C:14](=[CH2:15])[c:16]1[cH:17][cH:18][c:19]([C:20](=[O:21])[O:22][CH3:23])[cH:24][cH:25]1.[CH3:27][OH:28].[ClH:26].[K+:5].[K+:6]>>[OH:10][CH2:11][CH2:12][CH2:13][C:14](=[CH2:15])[c:16]1[cH:17][cH:18][c:19]([C:20](=[O:21])[O:22][CH3:23])[cH:24][cH:25]1. Starting materials: [Cl-].O[NH3+] (hydroxylammonium chloride), C(O)([O-])=O.[Na+] (sodium hydrogen carbonate), CS(=O)C (dimethyl sulfoxide), C(CCC)C=1N=C(N(C(C1CC1=CC=C(C=C1)C=1C(=CC=CC1)C#N)=O)C1=CC(=CC=C1)OCCO[Si](C)(C)C(C)(C)C)C (4′-({4-butyl-1-[3-(2-{[tert-butyl(dimethyl)silyl]oxy}ethoxy)phenyl]-2-methyl-6-oxo-1,6-dihydropyrimidin-5-yl}methyl)biphenyl-2-carbonitrile). Run in O (water), C(C)(=O)OCC (ethyl acetate). Reaction conditions: temperature 40 celsius, time 30 minute. Yields the product C(CCC)C1=C(C(N(C(=N1)C)C1=CC(=CC=C1)OCCO[Si](C)(C)C(C)(C)C)=O)CC1=CC=C(C=C1)C1=C(C=CC=C1)C1=NOC(N1)=O (6-butyl-3-[3-(2-{[tert-butyl(dimethyl)silyl]oxy}ethoxy)phenyl]-2-methyl-5-{[2′-(5-oxo-4,5-dihydro-1,2,4-oxadiazol-3-yl)biphenyl-4-yl]methyl}pyrimidin-4(3H)-one). As a reaction SMILES: [Cl-].O[NH3+:3].[C:4](=[O:7])([O-])[OH:5].[Na+].CS(C)=O.[CH2:13]([C:17]1[N:18]=[C:19]([CH3:56])[N:20]([C:39]2[CH:44]=[CH:43][CH:42]=[C:41]([O:45][CH2:46][CH2:47][O:48][Si:49]([C:52]([CH3:55])([CH3:54])[CH3:53])([CH3:51])[CH3:50])[CH:40]=2)[C:21](=[O:38])[C:22]=1[CH2:23][C:24]1[CH:29]=[CH:28][C:27]([C:30]2[C:31]([C:36]#[N:37])=[CH:32][CH:33]=[CH:34][CH:35]=2)=[CH:26][CH:25]=1)[CH2:14][CH2:15][CH3:16]>O.C(OCC)(=O)C>[CH2:13]([C:17]1[N:18]=[C:19]([CH3:56])[N:20]([C:39]2[CH:44]=[CH:43][CH:42]=[C:41]([O:45][CH2:46][CH2:47][O:48][Si:49]([C:52]([CH3:55])([CH3:54])[CH3:53])([CH3:50])[CH3:51])[CH:40]=2)[C:21](=[O:38])[C:22]=1[CH2:23][C:24]1[CH:25]=[CH:26][C:27]([C:30]2[CH:35]=[CH:34][CH:33]=[CH:32][C:31]=2[C:36]2[NH:3][C:4](=[O:7])[O:5][N:37]=2)=[CH:28][CH:29]=1)[CH2:14][CH2:15][CH3:16] |f:0.1,2.3|. Procedure details: A mixture of hydroxylammonium chloride (1.03 g), sodium hydrogen carbonate (1.55 g) and dimethyl sulfoxide (10 mL) was stirred at 40° C. for 30 min, 4′-({4-butyl-1-[3-(2-{[tert-butyl(dimethyl)silyl]oxy}ethoxy)phenyl]-2-methyl-6-oxo-1,6-dihydropyrimidin-5-yl}methyl)biphenyl-2-carbonitrile (1.13 g) was added, and the mixture was stirred at 90° C. for 18 hr. The reaction mixture was allowed to cool to room temperature, ethyl acetate and water were added, and the mixture was extracted with ethyl ace... Reactants: COC(=O)c1ccccc1S(=O)(=O)Cl, ClCCl, Nc1ccc(F)cc1C(F)(F)F, O, c1ccncc1. Yields the product COC(=O)c1ccccc1S(=O)(=O)Nc1ccc(F)cc1C(F)(F)F. Reaction SMILES: [CH3:22][O:23][C:24]([c:25]1[c:26]([S:31](=[O:32])(=[O:33])[Cl:34])[cH:27][cH:28][cH:29][cH:30]1)=[O:35].[Cl:1][CH2:2][Cl:3].[F:4][c:5]1[cH:6][c:7]([C:12]([F:13])([F:14])[F:15])[c:8]([NH2:9])[cH:10][cH:11]1.[OH2:36].[cH:16]1[cH:17][cH:18][n:19][cH:20][cH:21]1>>[F:4][c:5]1[cH:6][c:7]([C:12]([F:13])([F:14])[F:15])[c:8]([NH:9][S:31]([c:26]2[c:25]([C:24]([O:23][CH3:22])=[O:35])[cH:30][cH:29][cH:28][cH:27]2)(=[O:32])=[O:33])[cH:10][cH:11]1. Reaction SMILES: [C:1]([C:5]1[CH:10]=[CH:9][C:8]([S:11]([N:14]([CH2:22][C:23]([OH:25])=O)[C:15]2[CH:20]=[CH:19][C:18]([CH3:21])=[CH:17][CH:16]=2)(=[O:13])=[O:12])=[CH:7][CH:6]=1)([CH3:4])([CH3:3])[CH3:2].[CH2:26]([NH:28][CH2:29][C:30]1[C:39]2[C:34](=[CH:35][CH:36]=[CH:37][CH:38]=2)[N:33]=[CH:32][CH:31]=1)[CH3:27]>>[C:1]([C:5]1[CH:6]=[CH:7][C:8]([S:11]([N:14]([C:15]2[CH:20]=[CH:19][C:18]([CH3:21])=[CH:17][CH:16]=2)[CH2:22][C:23]([N:28]([CH2:26][CH3:27])[CH2:29][C:30]2[C:39]3[C:34](=[CH:35][CH:36]=[CH:37][CH:38]=3)[N:33]=[CH:32][CH:31]=2)=[O:25])(=[O:13])=[O:12])=[CH:9][CH:10]=1)([CH3:3])([CH3:4])[CH3:2]. Product: C(C)(C)(C)C1=CC=C(C=C1)S(=O)(=O)N(CC(=O)N(CC1=CC=NC2=CC=CC=C12)CC)C1=CC=C(C=C1)C (2-[(4-tert-Butyl-benzenesulfonyl)-p-tolyl-amino]-N-ethyl-N-quinolin-4-ylmethyl-acetamide). Procedure details: prepared by reaction of [(4-tert-butyl-benzenesulfonyl)-p-tolyl-amino]-acetic acid with ethyl-quinolin-4-ylmethyl-amine Reactants: C(C)(C)(C)C1=CC=C(C=C1)S(=O)(=O)N(C1=CC=C(C=C1)C)CC(=O)O ([(4-tert-butyl-benzenesulfonyl)-p-tolyl-amino]-acetic acid), C(C)NCC1=CC=NC2=CC=CC=C12 (ethyl-quinolin-4-ylmethyl-amine). Reactants: O=C(O)CCCCBr, COCCOC, [Cl-], NC(=O)C1CC1, c1ccncc1. RXN SMILES: [Br:2][CH2:3][CH2:4][CH2:5][CH2:6][C:7](=[O:8])[OH:9].[CH3:22][O:23][CH2:24][CH2:25][O:26][CH3:27].[Cl-:1].[NH2:10][C:11](=[O:12])[CH:13]1[CH2:14][CH2:15]1.[cH:16]1[cH:17][cH:18][n:19][cH:20][cH:21]1>>[Br:2][CH2:3][CH2:4][CH2:5][CH2:6][C:7](=[O:9])[NH:10][C:11](=[O:12])[CH:13]1[CH2:14][CH2:15]1. Product: O=C(CCCCBr)NC(=O)C1CC1.